This data is from the Open Reaction Database (ORD), a public repository of structured organic reaction records. The task is: describe an organic reaction: reactants, conditions, products, and yield Starting materials: ClC1=CC(=NC2=CC=C(C=C12)C)N1CCS(C2=C(C1)C=CC=C2)(=O)=O (4-(4-chloro-6-methylquinolin-2-yl)-2,3,4,5-tetrahydro-1,4-benzothiazepine 1,1-dioxide), CNC (dimethylamine). Product: O=S1(CCN(CC2=C1C=CC=C2)C2=NC1=CC=C(C=C1C(=C2)N(C)C)C)=O (2-(1,1-Dioxido-2,3-dihydro-1,4-benzothiazepin-4(5H)-yl)-N,N,6-trimethylquinolin-4-amine). Reaction SMILES: Cl[C:2]1[C:11]2[C:6](=[CH:7][CH:8]=[C:9]([CH3:12])[CH:10]=2)[N:5]=[C:4]([N:13]2[CH2:19][C:18]3[CH:20]=[CH:21][CH:22]=[CH:23][C:17]=3[S:16](=[O:25])(=[O:24])[CH2:15][CH2:14]2)[CH:3]=1.[CH3:26][NH:27][CH3:28]>>[O:24]=[S:16]1(=[O:25])[C:17]2[CH:23]=[CH:22][CH:21]=[CH:20][C:18]=2[CH2:19][N:13]([C:4]2[CH:3]=[C:2]([N:27]([CH3:28])[CH3:26])[C:11]3[C:6](=[CH:7][CH:8]=[C:9]([CH3:12])[CH:10]=3)[N:5]=2)[CH2:14][CH2:15]1. Procedure details: The title compound was prepared in analogy to Example 16-1 in Scheme 5 by using 4-(4-chloro-6-methylquinolin-2-yl)-2,3,4,5-tetrahydro-1,4-benzothiazepine 1,1-dioxide (prepared in analogy to the one in Example 2-1) and dimethylamine. MS obsd. (ESI+) [(M+H)+] 382, 1H NMR (400 MHz, CD3OD) δ ppm 8.07 (d, J=7.6 Hz, 1 H), 7.85-7.83 (m, 2 H), 7.73-7.70 (m, 2 H), 7.58-7.55 (m, 2 H), 6.14 (s, 1 H), 5.30 (s, 2 H), 4.51 (s, 2 H), 3.72-3.70 (m, 2 H), 3.29 (s, 6 H), 2.45 (s, 3 H). The yield is 98.7%. Procedure: 3.0 g (12.9 mmol) of ethyl 1-methyl-2-oxo-1,2-dihydroquinoxaline-3-carboxylate was dissolved in ethanol (100 mL), and 4.1 g (25.6 mmol) of a 25% aqueous solution of sodium hydroxide was added dropwise thereto at room temperature. The mixture was stirred for a day at room temperature, and then the reaction mixture was concentrated under reduced pressure. Water was added to the reaction mixture, and the solution was acidified using 10% hydrochloric acid, and extracted with chloroform. The organic ... The product is CN1C(C(=NC2=CC=CC=C12)C(=O)O)=O (1-methyl-2-oxo-1,2-dihydroquinoxaline-3-carboxylic acid). The reactants are aqueous solution, [OH-].[Na+] (sodium hydroxide), CN1C(C(=NC2=CC=CC=C12)C(=O)OCC)=O (ethyl 1-methyl-2-oxo-1,2-dihydroquinoxaline-3-carboxylate). RXN SMILES: [CH3:1][N:2]1[C:11]2[C:6](=[CH:7][CH:8]=[CH:9][CH:10]=2)[N:5]=[C:4]([C:12]([O:14]CC)=[O:13])[C:3]1=[O:17].[OH-].[Na+]>C(O)C>[CH3:1][N:2]1[C:11]2[C:6](=[CH:7][CH:8]=[CH:9][CH:10]=2)[N:5]=[C:4]([C:12]([OH:14])=[O:13])[C:3]1=[O:17] |f:1.2|. The solvent is C(C)O (ethanol).